This data is from the Open Reaction Database (ORD), a public repository of structured organic reaction records. The task is: describe an organic reaction: reactants, conditions, products, and yield Reactants: CCOC(=O)c1cncc2c(COc3cccc(NC(=O)c4ccc(OC)cc4)c3)csc12, NCCO. Product: COc1ccc(C(=O)Nc2cccc(OCc3csc4c(C(=O)NCCO)cncc34)c2)cc1. As a reaction SMILES: [CH2:1]([O:2][C:4](=[O:5])[c:6]1[c:7]2[c:8]([cH:9][n:10][cH:11]1)[c:12]([CH2:15][O:16][c:17]1[cH:18][c:19]([NH:23][C:24]([c:25]3[cH:26][cH:27][c:28]([O:31][CH3:32])[cH:29][cH:30]3)=[O:33])[cH:20][cH:21][cH:22]1)[cH:13][s:14]2)[CH3:3].[NH2:34][CH2:35][CH2:36][OH:37]>>[C:4](=[O:5])([c:6]1[c:7]2[c:8]([cH:9][n:10][cH:11]1)[c:12]([CH2:15][O:16][c:17]1[cH:18][c:19]([NH:23][C:24]([c:25]3[cH:26][cH:27][c:28]([O:31][CH3:32])[cH:29][cH:30]3)=[O:33])[cH:20][cH:21][cH:22]1)[cH:13][s:14]2)[NH:34][CH2:35][CH2:36][OH:37]. The reactants are CO, Cl, CNCC(O)C(c1ccccc1)n1cc(C)c2cc(F)ccc21, [NH4+], [OH-]. Yields the product Cc1cn(C(c2ccccc2)C(O)CN)c2ccc(F)cc12. RXN SMILES: [CH3:27][OH:28].[ClH:1].[F:2][c:3]1[cH:4][c:5]2[c:6]([CH3:24])[cH:7][n:8]([CH:12]([CH:13]([CH2:14][NH:15][CH3:16])[OH:17])[c:18]3[cH:19][cH:20][cH:21][cH:22][cH:23]3)[c:9]2[cH:10][cH:11]1.[NH4+:25].[OH-:26]>>[F:2][c:3]1[cH:4][c:5]2[c:6]([CH3:24])[cH:7][n:8]([CH:12]([CH:13]([CH2:14][NH2:15])[OH:17])[c:18]3[cH:19][cH:20][cH:21][cH:22][cH:23]3)[c:9]2[cH:10][cH:11]1. Reactants: FC=1C=CC(=NC1)C1=C(N(N=N1)C)COC1=NC=C(C(=O)O)C=C1 (6-[5-(5-fluoro-pyridin-2-yl)-3-methyl-3H-[1,2,3]triazol-4-ylmethoxy]-nicotinic acid), C(C)(C)N (isopropylamine). Product: FC=1C=CC(=NC1)C1=C(N(N=N1)C)COC1=NC=C(C(=O)NC(C)C)C=C1 (6-[5-(5-Fluoro-pyridin-2-yl)-3-methyl-3H-[1,2,3]triazol-4-ylmethoxy]-N-isopropyl-nicotinamide). Isolated yield 41.0%. Reaction SMILES: [F:1][C:2]1[CH:3]=[CH:4][C:5]([C:8]2[N:12]=[N:11][N:10]([CH3:13])[C:9]=2[CH2:14][O:15][C:16]2[CH:24]=[CH:23][C:19]([C:20]([OH:22])=O)=[CH:18][N:17]=2)=[N:6][CH:7]=1.[CH:25]([NH2:28])([CH3:27])[CH3:26]>>[F:1][C:2]1[CH:3]=[CH:4][C:5]([C:8]2[N:12]=[N:11][N:10]([CH3:13])[C:9]=2[CH2:14][O:15][C:16]2[CH:24]=[CH:23][C:19]([C:20]([NH:28][CH:25]([CH3:27])[CH3:26])=[O:22])=[CH:18][N:17]=2)=[N:6][CH:7]=1. Procedure details: As described for example 35b, 6-[5-(5-fluoro-pyridin-2-yl)-3-methyl-3H-[1,2,3]triazol-4-ylmethoxy]-nicotinic acid (82 mg, 0.25 mmol) was converted, using isopropylamine instead of 4-aminotetrahydropyran, to the title compound (38 mg, 41%) which was obtained as a white solid. MS: m/e=371.1 [M+H]+. The reactants are [N-]=[N+]=[N-].[Li+] (Lithium azide), CS(=O)(=O)OC1CN(CCC1)C(=O)OC(C)(C)C (3-methanesulfonyloxy-N-t-butoxycarbonylpiperidine). Run in CN(C)C=O (DMF). Conditions: temperature 60 celsius. Product: N(=[N+]=[N-])C1CN(CCC1)C(=O)OC(C)(C)C (3-Azido-N-t-butoxycarbonylpiperidine). As a reaction SMILES: [N-:1]=[N+:2]=[N-:3].[Li+].CS(O[CH:10]1[CH2:15][CH2:14][CH2:13][N:12]([C:16]([O:18][C:19]([CH3:22])([CH3:21])[CH3:20])=[O:17])[CH2:11]1)(=O)=O>CN(C=O)C>[N:1]([CH:14]1[CH2:15][CH2:10][CH2:11][N:12]([C:16]([O:18][C:19]([CH3:22])([CH3:21])[CH3:20])=[O:17])[CH2:13]1)=[N+:2]=[N-:3] |f:0.1|. Procedure: Lithium azide (1.35 g, 27.6 mmol) was added to a solution of 3-methanesulfonyloxy-N-t-butoxycarbonylpiperidine (1.54 g, 5.51 mmol) in DMF (20 ml) and the resulting mixture heated at 60° C. for 48 h. Removal of the solvent in vacuo and chromatographic purification (3:1 hexane/ethyl acetate) of the residue afforded the title compound. 1H NMR (CDCl3) d 1.46 (s, 9 H), 1.75 (m, 2 H), 1.96 (m, 2 H), 3.13 (br s, 1 H), 3.46 (m, 2 H), 3.57 (m, 2 H).